From a dataset of the Open Reaction Database (ORD), a public repository of structured organic reaction records. describe an organic reaction: reactants, conditions, products, and yield Reactants: CCO, CC1=CC=C(C=O)C(C)(C)C1. Product: CC1CC=C(C=O)C(C)(C)C1. As a reaction SMILES: [CH3:12][CH2:13][OH:14].[CH3:1][C:2]1=[CH:3][CH:4]=[C:5]([CH:10]=[O:11])[C:6]([CH3:8])([CH3:9])[CH2:7]1>>[CH3:1][CH:2]1[CH2:3][CH:4]=[C:5]([CH:10]=[O:11])[C:6]([CH3:8])([CH3:9])[CH2:7]1. Reactants: Cl (HCl), N1=C(C=CC=C1)NC1=CC=C(OC=2C(=NC=CN2)C(=O)OC)C=C1 (methyl 3-(4-(pyridin-2-ylamino)phenoxy)pyrazine-2-carboxylate), [OH-].[Na+] (NaOH), [OH-].[Li+] (lithium hydroxide), Cl (HCl). The solvent is C1CCOC1.CO.O (THF MeOH water), C(C)OCC (diethyl ether). The product is N1=C(C=CC=C1)NC1=CC=C(OC=2C(=NC=CN2)C(=O)O)C=C1 (3-(4-(PYRIDIN-2-YLAMINO)PHENOXY)PYRAZINE-2-CARBOXYLIC ACID). RXN SMILES: [N:1]1[CH:6]=[CH:5][CH:4]=[CH:3][C:2]=1[NH:7][C:8]1[CH:24]=[CH:23][C:11]([O:12][C:13]2[C:14]([C:19]([O:21]C)=[O:20])=[N:15][CH:16]=[CH:17][N:18]=2)=[CH:10][CH:9]=1.[OH-].[Li+].Cl.[OH-].[Na+]>C(OCC)C.C1COCC1.CO.O>[N:1]1[CH:6]=[CH:5][CH:4]=[CH:3][C:2]=1[NH:7][C:8]1[CH:9]=[CH:10][C:11]([O:12][C:13]2[C:14]([C:19]([OH:21])=[O:20])=[N:15][CH:16]=[CH:17][N:18]=2)=[CH:23][CH:24]=1 |f:1.2,4.5,7.8.9|. Reported procedure: To a 250 mL round-bottomed flask containing methyl 3-(4-(pyridin-2-ylamino)phenoxy)pyrazine-2-carboxylate (7.44 g, 23.1 mmol) was added the mixed solvent of THF/MeOH/water. The tan solution was stirred at room temperature with addition of lithium hydroxide (1.66 g, 69.2 mmol). A white precipitate quickly formed. The suspension was acidified to pH 3 with 1 N HCl:diethyl ether, basified to pH 9 with 10 N NaOH, and reneutralized to pH 7 with concentrated HCl. The precipitate was collected by filtra... Starting materials: ClC1=C(C(=O)N2[C@@H]3CN([C@H](C2)C3)CC3=CN=CC(=N3)NC3=NN(C=C3)COCC[Si](C)(C)C)C=CC=C1Cl (6-(((1S,4S)-5-(2,3-dichlorobenzoyl)-2,5-diazabicyclo[2.2.1]hept-2-yl)methyl)-N-(1-((2-(trimethylsilyl)ethoxy)methyl)-1H-pyrazol-3-yl)pyrazine-2-amine), FC(C(=O)O)(F)F (trifluoroacetic acid), O (water). Reaction conditions: time 15 hour. The product is FC(C(=O)O)(F)F.ClC1=C(C(=O)N2[C@@H]3CN([C@H](C2)C3)CC3=CN=CC(=N3)NC3=NNC=C3)C=CC=C1Cl (6-(((1S,4S)-5-(2,3-dichlorobenzoyl)-2,5-diazabicyclo[2.2.1]hept-2-yl)methyl)-N-1H-pyrazol-3-ylpyrazine-2-amine Trifluoroacetate). RXN SMILES: [Cl:1][C:2]1[C:37]([Cl:38])=[CH:36][CH:35]=[CH:34][C:3]=1[C:4]([N:6]1[CH2:11][C@@H:10]2[CH2:12][C@H:7]1[CH2:8][N:9]2[CH2:13][C:14]1[N:19]=[C:18]([NH:20][C:21]2[CH:25]=[CH:24][N:23](COCC[Si](C)(C)C)[N:22]=2)[CH:17]=[N:16][CH:15]=1)=[O:5].O.[F:40][C:41]([F:46])([F:45])[C:42]([OH:44])=[O:43]>>[F:40][C:41]([F:46])([F:45])[C:42]([OH:44])=[O:43].[Cl:1][C:2]1[C:37]([Cl:38])=[CH:36][CH:35]=[CH:34][C:3]=1[C:4]([N:6]1[CH2:11][C@@H:10]2[CH2:12][C@H:7]1[CH2:8][N:9]2[CH2:13][C:14]1[N:19]=[C:18]([NH:20][C:21]2[CH:25]=[CH:24][NH:23][N:22]=2)[CH:17]=[N:16][CH:15]=1)=[O:5] |f:3.4|. Procedure details: 19 mg of 6-(((1S,4S)-5-(2,3-dichlorobenzoyl)-2,5-diazabicyclo[2.2.1]hept-2-yl)methyl)-N-(1-((2-(trimethylsilyl)ethoxy)methyl)-1H-pyrazol-3-yl)pyrazine-2-amine was dissolved in 1 ml of trifluoroacetic acid and 0.1 ml of water followed by stirring at room temperature for 15 hours. The reaction solution was concentrated in vacuo, diluted with ethyl acetate, and then washed with saturated sodium bicarbonate, water and brine. The resulting organic layer was dried over magnesium sulfate and filtered, ...